Dataset: the Open Reaction Database (ORD), a public repository of structured organic reaction records. Task: describe an organic reaction: reactants, conditions, products, and yield Starting materials: S(O)(O)(=O)=O (sulfuric acid), N(=O)OCC(C)C (Isobutyl nitrite), cupric chloride, BrC1=CC(=C(N)C=C1)Cl (4-bromo-2-chloroaniline), C1=CC=CC=C1 (benzene). Run at temperature 52.5 celsius. Product: BrC1=CC(=C(C=C1)C1=CC=CC=C1)Cl (4-bromo-2-chlorobiphenyl). As a reaction SMILES: N(OCC(C)C)=O.[Br:8][C:9]1[CH:15]=[CH:14][C:12](N)=[C:11]([Cl:16])[CH:10]=1.S(=O)(=O)(O)O.[CH:22]1[CH:27]=[CH:26][CH:25]=[CH:24][CH:23]=1>>[Br:8][C:9]1[CH:15]=[CH:14][C:12]([C:22]2[CH:27]=[CH:26][CH:25]=[CH:24][CH:23]=2)=[C:11]([Cl:16])[CH:10]=1. Procedure details: Isobutyl nitrite (121 g, 1.17 mol) and cupric chloride (21.2 g, 0.16 mol) are added to a solution of 4-bromo-2-chloroaniline (200 g, 0.97 mol) in benzene (500 mL) at 60-65° C. temperature. The reaction mixture is refluxed for 2 hrs. The reaction mixture is cooled to 50-55° C. temperature and to it a solution of aqueous sulfuric acid (92 mL conc. Sulfuric acid in 453 mL demineralized water). After refluxing for 1 hr the reaction mixture is cooled to room temperature and organic layer is separated...